From a dataset of the Open Reaction Database (ORD), a public repository of structured organic reaction records. describe an organic reaction: reactants, conditions, products, and yield Reactants: C(C)(=O)NC1=NC(N([C@H]2CC[C@@H](CO)O2)C=C1)=O (N4 -Acetyl-2',3'-dideoxycytidine), N (ammonia). The solvent is CO (methanol). Yields the product [C@@H]1(CC[C@@H](CO)O1)N1C(=O)N=C(N)C=C1 (2',3'-Dideoxycytidine). Yield: 78.9%. As a reaction SMILES: C([NH:4][C:5]1[CH:17]=[CH:16][N:8]([C@@H:9]2[O:15][C@H:12]([CH2:13][OH:14])[CH2:11][CH2:10]2)[C:7](=[O:18])[N:6]=1)(=O)C.N>CO>[C@@H:9]1([N:8]2[CH:16]=[CH:17][C:5]([NH2:4])=[N:6][C:7]2=[O:18])[O:15][C@H:12]([CH2:13][OH:14])[CH2:11][CH2:10]1. Procedure details: A solution of 34 (0 6 g, 2.4 mmol ) in methanol saturated with ammonia (20 ml ) was stirred at 50° C. for 12 hours in a pressure vessel. The reaction mixture was concentrated and the residue was triturated with isopropanol, filtered, and dried to yield 0.4 g (80%) of 4: mp 207°-209° C. (benzene-ethanol); 1H NMR (DMSO-d6) δ 1.50-2.50 (4H, m, 2' and 3'-H), 3.63 (2H, m, 5'-H), 4.00 (1H, m, 4'-H), 4.96 (1H, t, J=4.9 Hz, OH), 5.69 (1H, d, J=7.25 Hz, 5-H), 5.95 (1H, m, 1'-H), 7.05 (2H, s, NH2), 7.89 (... Reactants: BrCCCN1C=2C=CC(=CC2C=2C3=C(C(=CC12)C1=C(C=CC=C1)Cl)C(NC3=O)=O)O (6-(3-Bromopropyl)-4-(2-chlorophenyl)-9-hydroxypyrrolo[3,4-c]carbazole-1,3(2H,6H)-dione), C1=CC=C(C(=C1)C(=O)O)N (o-anthranilic acid). The product is ClC1=C(C=CC=C1)C1=CC=2N(C=3C=CC(=CC3C2C2=C1C(NC2=O)=O)O)CCCNC2=C(C(=O)O)C=CC=C2 (2-{[3-(4-(2-Chlorophenyl)-9-hydroxy-1,3-dioxo-2,3-dihydropyrrolo[3,4-c]carbazol-6 (1H)-yl)propyl]amino}benzoic acid). The yield is 88.0%. Reaction SMILES: Br[CH2:2][CH2:3][CH2:4][N:5]1[C:17]2[CH:16]=[C:15]([C:18]3[CH:23]=[CH:22][CH:21]=[CH:20][C:19]=3[Cl:24])[C:14]3[C:25](=[O:29])[NH:26][C:27](=[O:28])[C:13]=3[C:12]=2[C:11]2[CH:10]=[C:9]([OH:30])[CH:8]=[CH:7][C:6]1=2.[CH:31]1[CH:36]=[C:35]([C:37]([OH:39])=[O:38])[C:34]([NH2:40])=[CH:33][CH:32]=1>>[Cl:24][C:19]1[CH:20]=[CH:21][CH:22]=[CH:23][C:18]=1[C:15]1[C:14]2[C:25](=[O:29])[NH:26][C:27](=[O:28])[C:13]=2[C:12]2[C:11]3[CH:10]=[C:9]([OH:30])[CH:8]=[CH:7][C:6]=3[N:5]([CH2:4][CH2:3][CH2:2][NH:40][C:34]3[CH:33]=[CH:32][CH:31]=[CH:36][C:35]=3[C:37]([OH:39])=[O:38])[C:17]=2[CH:16]=1. Procedure: Reaction of the bromide (58) prepared as described in example 172 with o-anthranilic acid using the procedure described in example 179 gave the aniline (60) (88%), mp 261–263° C. 1H NMR δ [(CD3)2SO] 11.05 (s, 1H), 9.38 (s, 1H), 8.39 (d, J=2.4 Hz, 1H), 7.76 (m, 1H), 7.75 (s, 1H), 7.59 (d, J=8.7 Hz, 1H), 7.55 (m, 1H), 7.46 (m, 1H), 7.40 (m, 1H), 7.33 (m, 1H), 7.27 (m, 1H), 7.12 (dd, J=8.7, 2.4 Hz, 1H), 6.59–6.50 (m, 2H), 4.57 (t, J=6.7 Hz, 2H), 3.22–3.10 (m, 2H), 2.15–2.05 (m, 2H). FABMS found M+:... Reactants: CCN(CC)c1ccc(NC(=O)C2CCc3cccc(O)c3C2)cc1, C=CCBr, [K+], [K+], O=C([O-])[O-], CN(C)C=O. The product is C=CCOc1cccc2c1CC(C(=O)Nc1ccc(N(CC)CC)cc1)CC2. Reaction SMILES: [CH2:1]([CH3:2])[N:3]([c:4]1[cH:5][cH:6][c:7]([NH:10][C:11](=[O:12])[CH:13]2[CH2:14][c:15]3[c:16]([OH:23])[cH:17][cH:18][cH:19][c:20]3[CH2:21][CH2:22]2)[cH:8][cH:9]1)[CH2:24][CH3:25].[CH2:32]([CH:33]=[CH2:34])[Br:35].[K+:26].[K+:27].[O-:28][C:29]([O-:30])=[O:31].[O:36]=[CH:37][N:38]([CH3:39])[CH3:40]>>[CH2:1]([CH3:2])[N:3]([c:4]1[cH:5][cH:6][c:7]([NH:10][C:11](=[O:12])[CH:13]2[CH2:14][c:15]3[c:16]([O:23][CH2:34][CH:33]=[CH2:32])[cH:17][cH:18][cH:19][c:20]3[CH2:21][CH2:22]2)[cH:8][cH:9]1)[CH2:24][CH3:25]. The reactants are CC(C)(C)OC(=O)N(CC=CCl)c1ccc2cc(S(C)(=O)=O)ccc2c1Br, CCCC[SnH](CCCC)CCCC, CC(C)(C#N)N=NC(C)(C)C#N, c1ccccc1. Product: CC(C)(C)OC(=O)N1CC(CCl)c2c1ccc1cc(S(C)(=O)=O)ccc21. Reaction SMILES: [Br:1][c:2]1[c:3]([N:16]([C:17]([O:18][C:19]([CH3:20])([CH3:21])[CH3:22])=[O:23])[CH2:24][CH:25]=[CH:26][Cl:27])[cH:4][cH:5][c:6]2[cH:7][c:8]([S:12](=[O:13])(=[O:14])[CH3:15])[cH:9][cH:10][c:11]12.[CH3:28][CH2:29][CH2:30][CH2:31][SnH:32]([CH2:33][CH2:34][CH2:35][CH3:36])[CH2:37][CH2:38][CH2:39][CH3:40].[N:41]#[C:42][C:43]([N:44]=[N:45][C:46]([C:47]#[N:48])([CH3:49])[CH3:50])([CH3:51])[CH3:52].[cH:53]1[cH:54][cH:55][cH:56][cH:57][cH:58]1>>[c:2]12[c:3]([cH:4][cH:5][c:6]3[cH:7][c:8]([S:12](=[O:13])(=[O:14])[CH3:15])[cH:9][cH:10][c:11]13)[N:16]([C:17]([O:18][C:19]([CH3:20])([CH3:21])[CH3:22])=[O:23])[CH2:24][CH:25]2[CH2:26][Cl:27].